Dataset: the Open Reaction Database (ORD), a public repository of structured organic reaction records. Task: describe an organic reaction: reactants, conditions, products, and yield Starting materials: CC1N=C(c2ccccc2Cl)c2c(ccc(NC(=O)NCC3COC(C)(C)O3)c2Br)N(C)C1=O, CCO, Cl. The product is CC1N=C(c2ccccc2Cl)c2c(ccc(NC(=O)NCC(O)CO)c2Br)N(C)C1=O. RXN SMILES: [Br:1][c:2]1[c:3]([NH:23][C:24](=[O:25])[NH:26][CH2:27][CH:28]2[O:29][C:30]([CH3:33])([CH3:34])[O:31][CH2:32]2)[cH:4][cH:5][c:6]2[c:7]1[C:8]([c:16]1[c:17]([Cl:22])[cH:18][cH:19][cH:20][cH:21]1)=[N:9][CH:10]([CH3:15])[C:11](=[O:14])[N:12]2[CH3:13].[CH3:36][CH2:37][OH:38].[ClH:35]>>[Br:1][c:2]1[c:3]([NH:23][C:24](=[O:25])[NH:26][CH2:27][CH:28]([OH:29])[CH2:32][OH:31])[cH:4][cH:5][c:6]2[c:7]1[C:8]([c:16]1[c:17]([Cl:22])[cH:18][cH:19][cH:20][cH:21]1)=[N:9][CH:10]([CH3:15])[C:11](=[O:14])[N:12]2[CH3:13]. Reactants: ClC1=CC(=CC=2[C@H]3[C@H](NC(C12)=O)CN(C3)C(=O)OC(C)(C)C)CCC ((3aS,9bR)-tert-butyl 6-chloro-5-oxo-8-propyl-3,3a,4,5-tetrahydro-1H-pyrrolo[3,4-c]isoquinoline-2(9bH)-carboxylate), BrC1=CC(=C(C(=O)N(CC)CC)C=C1)Cl (4-Bromo-2-chloro-N,N-diethylbenzamide). Product: Cl.ClC1=CC(=CC=2[C@H]3[C@H](N(C(C12)=O)C)CNC3)CCC ((3aS,9bR)-6-Chloro-4-methyl-8-propyl-2,3,3a,4-tetrahydro-1H-pyrrolo[3,4-c]isoquinolin-5(9bH)-one hydrochloride). Reaction SMILES: [Cl:1][C:2]1[C:11]2[C:10](=[O:12])[NH:9][C@@H:8]3[CH2:13][N:14](C(OC(C)(C)C)=O)[CH2:15][C@H:7]3[C:6]=2[CH:5]=[C:4]([CH2:23][CH2:24][CH3:25])[CH:3]=1.Br[C:27]1C=CC(C(N(CC)CC)=O)=C(Cl)C=1>>[ClH:1].[Cl:1][C:2]1[C:11]2[C:10](=[O:12])[N:9]([CH3:27])[C@@H:8]3[CH2:13][NH:14][CH2:15][C@H:7]3[C:6]=2[CH:5]=[C:4]([CH2:23][CH2:24][CH3:25])[CH:3]=1 |f:2.3|. Procedure details: Following the procedures described in Example 24, Parts A and B, (3aS,9bR)-tert-butyl 6-chloro-5-oxo-8-propyl-3,3a,4,5-tetrahydro-1H-pyrrolo[3,4-c]isoquinoline-2(9bH)-carboxylate, the second eluting compound from Example 23, Part J, was converted to the title compound of Example 26 as an off-white solid. 1H NMR (DMSO-D6): δ 9.77 (broad s, 2H), 7.33 (s, 1H), 7.05 (s, 1H), 3.96-3.90 (m, 1H), 3.80-3.65 (overlapping m, 2H), 3.48-3.20 (overlapping m, 3H), 2.99 (s, 3H), 2.58 (t, 2H, J=7.7 Hz), 1.65-1.... The reactants are O=C([O-])[O-], CCOC(=O)Cc1ccnn1-c1nccs1, CI, [Cs+], [Cs+], CN(C)C=O. Yields the product CCOC(=O)C(C)c1ccnn1-c1nccs1. RXN SMILES: [C:19](=[O:20])([O-:21])[O-:22].[CH2:1]([CH3:2])[O:3][C:4]([CH2:5][c:6]1[n:7](-[c:11]2[s:12][cH:13][cH:14][n:15]2)[n:8][cH:9][cH:10]1)=[O:16].[CH3:17][I:18].[Cs+:23].[Cs+:24].[O:25]=[CH:26][N:27]([CH3:28])[CH3:29]>>[CH2:1]([CH3:2])[O:3][C:4]([CH:5]([c:6]1[n:7](-[c:11]2[s:12][cH:13][cH:14][n:15]2)[n:8][cH:9][cH:10]1)[CH3:19])=[O:16]. The reactants are CN1CCOCC1 (N-methylmorpholine), COC1=CC=C(C=C1)C1(CC1)C(=O)O (1-(4-methoxyphenyl)cyclopropane carboxylic acid), [H-].[Al+3].[Li+].[H-].[H-].[H-] (lithium aluminum hydride), Cl (hydrochloric acid). The reagents and catalysts are [Ru](=O)(=O)(=O)[O-].C(CC)[N+](CCC)(CCC)CCC (tetrapropylammonium perruthenate). Solvent: O1CCCC1 (tetrahydrofuran), O (water). Reaction conditions: time 2 hour. Product: COC1=CC=C(C=C1)C1(CC1)C=O (1-(4-methoxyphenyl)cyclopropane carboaldehyde). The yield is 84.0%. RXN SMILES: [CH3:1][O:2][C:3]1[CH:8]=[CH:7][C:6]([C:9]2([C:12](O)=[O:13])[CH2:11][CH2:10]2)=[CH:5][CH:4]=1.[H-].[Al+3].[Li+].[H-].[H-].[H-].Cl.CN1CCOCC1>O1CCCC1.[Ru]([O-])(=O)(=O)=O.C([N+](CCC)(CCC)CCC)CC.O>[CH3:1][O:2][C:3]1[CH:8]=[CH:7][C:6]([C:9]2([CH:12]=[O:13])[CH2:11][CH2:10]2)=[CH:5][CH:4]=1 |f:1.2.3.4.5.6,10.11|. Procedure details: Under an argon atmosphere, a solution of 1-(4-methoxyphenyl)cyclopropane carboxylic acid (2.00 g, 10.4 mmol) in tetrahydrofuran (20 mL) was added with lithium aluminum hydride (513 mg, 13.5 mmol) at 0° C., and the resultant was stirred at room temperature for 2 hours. The resultant was added sequentially with water and hydrochloric acid at 0° C., stirred at room temperature for 30 min and then extracted with ethyl acetate. The organic layer was dried over anhydrous sodium sulfate, and concentrat... Run in C(C)#N (acetonitrile). The yield is 91.1%. The reactants are C(C1=CC=CC=C1)=NN(C(=O)NCC(OC)OC)C1=CC(=C(C(=C1)Cl)C(C1=CC=C(C=C1)Cl)C#N)Cl (1-benzylidene-2-[4-(4-chloro-α-cyanobenzyl)-3,5-dichlorophenyl]-4-(2,2-dimethoxyethyl)semicarbazide), Cl (hydrochloric acid). Conditions: time 1 hour. Procedure details: In 30 ml of acetonitrile was suspended 3.5 g of 1-benzylidene-2-[4-(4-chloro-α-cyanobenzyl)-3,5-dichlorophenyl]-4-(2,2-dimethoxyethyl)semicarbazide produced in Working Example 2. To the suspension was added 0.7 g of 35% hydrochloric acid, and the reaction was allowed to proceed for one hour at room temperature. After completion of the reaction, the reaction mixture was cooled for 30 minutes at temperatures ranging from 0 to 10° C., then resulting crystalline precipitate was collected by filtrati... As a reaction SMILES: [CH:1](=[N:8][N:9]([C:19]1[CH:24]=[C:23]([Cl:25])[C:22]([CH:26]([C:34]#[N:35])[C:27]2[CH:32]=[CH:31][C:30]([Cl:33])=[CH:29][CH:28]=2)=[C:21]([Cl:36])[CH:20]=1)[C:10]([NH:12]CC(OC)OC)=[O:11])[C:2]1C=CC=CC=1.Cl>C(#N)C>[Cl:33][C:30]1[CH:29]=[CH:28][C:27]([CH:26]([C:22]2[C:23]([Cl:25])=[CH:24][C:19]([N:9]3[C:10](=[O:11])[NH:12][CH2:2][CH:1]=[N:8]3)=[CH:20][C:21]=2[Cl:36])[C:34]#[N:35])=[CH:32][CH:31]=1. Yields the product ClC1=CC=C(C(C#N)C2=C(C=C(C=C2Cl)N2N=CCNC2=O)Cl)C=C1 (2-[4-(4-chloro-α-cyanobenzyl)-3,5-dichlorophenyl]-4 5-dihydro-1,2,4-triazin-3(2H)-one). The reactants are BrCC(C)Cl (1-bromo-2-chloropropane), [Na] (sodium), BrC1=C(C=CC=C1)O (o-bromophenol). Solvent: C(C)O (ethanol), C(C)O (ethanol). Run at time 1 hour. The product is ClC(COC1=C(C=CC=C1)Br)C (o-bromophenyl 2-chloropropyl ether). Yield: 96.3%. Reaction SMILES: [Na].[Br:2][C:3]1[CH:8]=[CH:7][CH:6]=[CH:5][C:4]=1[OH:9].Br[CH2:11][CH:12]([Cl:14])[CH3:13]>C(O)C>[Cl:14][CH:12]([CH3:13])[CH2:11][O:9][C:4]1[CH:5]=[CH:6][CH:7]=[CH:8][C:3]=1[Br:2] |^1:0|. Procedure: To a solution of 23.0 g of sodium metal in 500 ml of absolute ethanol is added in about 0.5 hour a solution of 173.0 g of o-bromophenol in 250 ml of absolute ethanol. The mixture is stirred and heated under reflux for about 0.5 hour, cooled to 0°, and treated, dropwise, with 157.5 g of 1-bromo-2-chloropropane. The last addition requires about 1 hour. The mixture is stirred at 0° for about 2 hours and slowly warmed to reflux during about 2 hours, heated under reflux for about 2 hours, filtered fr... Reaction SMILES: [CH3:31][N:32]([CH3:33])[CH:34]=[O:35].[CH:27]([Cl:28])([Cl:29])[Cl:30].[Cl:1][c:2]1[c:3]([CH2:19][C:20](=[O:21])[OH:22])[cH:4][c:5]2[c:9]([c:10]1[Cl:11])[C:8](=[O:12])[C:7]([CH3:13])([CH:14]1[CH2:15][CH2:16][CH2:17][CH2:18]1)[CH2:6]2.[S:23]([Cl:24])([Cl:25])=[O:26]>>[Cl:1][c:2]1[c:3]([CH2:19][C:20](=[O:22])[Cl:25])[cH:4][c:5]2[c:9]([c:10]1[Cl:11])[C:8](=[O:12])[C:7]([CH3:13])([CH:14]1[CH2:15][CH2:16][CH2:17][CH2:18]1)[CH2:6]2. Yields the product CC1(C2CCCC2)Cc2cc(CC(=O)Cl)c(Cl)c(Cl)c2C1=O. Starting materials: CN(C)C=O, ClC(Cl)Cl, CC1(C2CCCC2)Cc2cc(CC(=O)O)c(Cl)c(Cl)c2C1=O, O=S(Cl)Cl.